Task: describe an organic reaction: reactants, conditions, products, and yield. Dataset: the Open Reaction Database (ORD), a public repository of structured organic reaction records Reactants: C(C=C)[C@@]1(C(N([C@@H]([C@H](C1)C1=CC(=CC=C1)Cl)C1=CC=C(C=C1)Cl)[C@H](CO)CC)=O)C ((3S,5R,6S)-3-allyl-5-(3-chlorophenyl)-6-(4-chlorophenyl)-1-((S)-1-hydroxybutan-2-yl)-3-methylpiperidin-2-one), C(#N)C=P(CCCC)(CCCC)CCCC (cyanomethylenetributylphosphorane), C1(=CC=CC=C1)S (benzenethiol). Run in C1(=CC=CC=C1)C (toluene). Reaction conditions: temperature 110 celsius. The product is C(C=C)[C@@]1(C(N([C@@H]([C@H](C1)C1=CC(=CC=C1)Cl)C1=CC=C(C=C1)Cl)[C@H](CSC1=CC=CC=C1)CC)=O)C ((3S,5R,6S)-3-Allyl-5-(3-chlorophenyl)-6-(4-chlorophenyl)-3-methyl-1-((S)-1-(phenylthio)butan-2-yl)piperidin-2-one). As a reaction SMILES: [CH2:1]([C@@:4]1([CH3:30])[CH2:9][C@H:8]([C:10]2[CH:15]=[CH:14][CH:13]=[C:12]([Cl:16])[CH:11]=2)[C@@H:7]([C:17]2[CH:22]=[CH:21][C:20]([Cl:23])=[CH:19][CH:18]=2)[N:6]([C@@H:24]([CH2:27][CH3:28])[CH2:25]O)[C:5]1=[O:29])[CH:2]=[CH2:3].C(C=P(CCCC)(CCCC)CCCC)#N.[C:47]1([SH:53])[CH:52]=[CH:51][CH:50]=[CH:49][CH:48]=1>C1(C)C=CC=CC=1>[CH2:1]([C@@:4]1([CH3:30])[CH2:9][C@H:8]([C:10]2[CH:15]=[CH:14][CH:13]=[C:12]([Cl:16])[CH:11]=2)[C@@H:7]([C:17]2[CH:18]=[CH:19][C:20]([Cl:23])=[CH:21][CH:22]=2)[N:6]([C@@H:24]([CH2:27][CH3:28])[CH2:25][S:53][C:47]2[CH:52]=[CH:51][CH:50]=[CH:49][CH:48]=2)[C:5]1=[O:29])[CH:2]=[CH2:3]. Procedure details: To a solution of (3S,5R,6S)-3-allyl-5-(3-chlorophenyl)-6-(4-chlorophenyl)-1-((S)-1-hydroxybutan-2-yl)-3-methylpiperidin-2-one (180 mg, 0.403 mmol; Example 91, Step B) in 2 mL of toluene was added cyanomethylenetributylphosphorane (324 uL, 1.21 mmol) and benzenethiol (121 μL, 1.21 mmol) at RT. The mixture was heated to 110° C. for 2 h. The reaction was cooled down, quenched (sat. aq. NH4Cl solution), extracted (2×EtOAc), and washed with brine. The combined organic layers were dried over Na2SO4, f... Reactants: Cc1ccccc1, CC[Si](CC)(CC)OC(CN(CCO)C(=O)OC(C)(C)C)c1cccc(N)c1, CC(C)OC(=O)N=NC(=O)OC(C)C, CC(C)(C)OC(=O)n1nc(C2CC2)c2ccc(O)cc21, c1ccc(P(c2ccccc2)c2ccccc2)cc1. Yields the product CC[Si](CC)(CC)OC(CN(CCOc1ccc2c(C3CC3)nn(C(=O)OC(C)(C)C)c2c1)C(=O)OC(C)(C)C)c1cccc(N)c1. RXN SMILES: [CH3:82][c:83]1[cH:84][cH:85][cH:86][cH:87][cH:88]1.[NH2:1][c:2]1[cH:3][c:4]([CH:8]([CH2:9][N:10]([C:11]([O:12][C:13]([CH3:14])([CH3:15])[CH3:16])=[O:17])[CH2:18][CH2:19][OH:20])[O:21][Si:22]([CH2:23][CH3:24])([CH2:25][CH3:26])[CH2:27][CH3:28])[cH:5][cH:6][cH:7]1.[O:68]=[C:69]([O:70][CH:71]([CH3:72])[CH3:73])[N:74]=[N:75][C:76]([O:77][CH:78]([CH3:79])[CH3:80])=[O:81].[OH:29][c:30]1[cH:31][cH:32][c:33]2[c:34]([CH:46]3[CH2:47][CH2:48]3)[n:35][n:36]([C:39](=[O:40])[O:41][C:42]([CH3:43])([CH3:44])[CH3:45])[c:37]2[cH:38]1.[c:49]1([P:50]([c:51]2[cH:52][cH:53][cH:54][cH:55][cH:56]2)[c:57]2[cH:58][cH:59][cH:60][cH:61][cH:62]2)[cH:63][cH:64][cH:65][cH:66][cH:67]1>>[NH2:1][c:2]1[cH:3][c:4]([CH:8]([CH2:9][N:10]([C:11]([O:12][C:13]([CH3:14])([CH3:15])[CH3:16])=[O:17])[CH2:18][CH2:19][O:20][c:30]2[cH:31][cH:32][c:33]3[c:34]([CH:46]4[CH2:47][CH2:48]4)[n:35][n:36]([C:39](=[O:40])[O:41][C:42]([CH3:43])([CH3:44])[CH3:45])[c:37]3[cH:38]2)[O:21][Si:22]([CH2:23][CH3:24])([CH2:25][CH3:26])[CH2:27][CH3:28])[cH:5][cH:6][cH:7]1. Reactants: CNC, CN(C)C=O, O, O=C([O-])N(CCCOc1ccc(F)cc1[N+](=O)[O-])c1ccccc1. Product: CN(C)C(=O)NCCCOc1ccc(F)cc1[N+](=O)[O-]. RXN SMILES: [CH3:1][NH:2][CH3:3].[O:4]=[CH:5][N:6]([CH3:7])[CH3:8].[OH2:33].[c:9]1([N:15]([C:10](=[O:11])[O-:12])[CH2:19][CH2:20][CH2:21][O:22][c:23]2[c:24]([N+:30](=[O:31])[O-:32])[cH:25][c:26]([F:29])[cH:27][cH:28]2)[cH:13][cH:14][cH:16][cH:17][cH:18]1>>[O:4]=[C:5]([N:6]([CH3:7])[CH3:8])[NH:15][CH2:19][CH2:20][CH2:21][O:22][c:23]1[c:24]([N+:30](=[O:31])[O-:32])[cH:25][c:26]([F:29])[cH:27][cH:28]1. Starting materials: NC1=C(C=CC(=C1)C1(C2CN(CC12)CCCCCC)C)N (2-amino-4-(3-hexyl-6-methyl-3-azabicyclo[3.1.0]hex-6-yl)phenylamine), C(=O)O (formic acid), [OH-].[Na+] (sodium hydroxide). The solvent is O (water). The product is N (ammonia), C(CCCCC)N1CC2C(C2C1)(C)C1=CC2=C(NC=N2)C=C1 (5-(3-Hexyl-6-methyl-3-azabicyclo[3.1.0]hex-6-yl)-1H-benzimidazole). Isolated yield 40.0%. RXN SMILES: [NH2:1][C:2]1[CH:7]=[C:6]([C:8]2([CH3:20])[CH:13]3[CH:9]2[CH2:10][N:11]([CH2:14][CH2:15][CH2:16][CH2:17][CH2:18][CH3:19])[CH2:12]3)[CH:5]=[CH:4][C:3]=1[NH2:21].[OH-].[Na+].[CH:24](O)=O>O>[NH3:1].[CH2:14]([N:11]1[CH2:10][CH:9]2[CH:13]([C:8]2([C:6]2[CH:5]=[CH:4][C:3]3[NH:21][CH:24]=[N:1][C:2]=3[CH:7]=2)[CH3:20])[CH2:12]1)[CH2:15][CH2:16][CH2:17][CH2:18][CH3:19] |f:1.2|. Procedure: A solution of 2-amino-4-(3-hexyl-6-methyl-3-azabicyclo[3.1.0]hex-6-yl)phenylamine (Preparation 48, 112 mg, 0.39 mmol) in formic acid (2.0 ml) was heated under reflux for 1 h. The mixture was cooled, diluted with water (3 ml) and the pH adjusted to 10 with 5N sodium hydroxide. The aqueous layer was extracted with diethyl ether (3×5 ml) and ethyl acetate (2×5 ml). The combined organic layers were dried (MgSO4), filtered and the solvent removed in vacuo. The crude residue was purified by silica col...